describe an organic reaction: reactants, conditions, products, and yield From a dataset of the Open Reaction Database (ORD), a public repository of structured organic reaction records. Reactants: O(C1=CC=CC=C1)C=1C(=NC=C(C1)SC1=NC=CC=C1)NC1=NC(=NS1)C1CCN(CC1)C(=O)OC(C)(C)C (Tert-butyl 4-(5-(3-phenoxy-5-(pyridin-2-ylthio)pyridin-2-ylamino)-1,2,4-thiadiazol-3-yl)piperidine-1-carboxylate). Solvent: C(Cl)Cl.CO (CH2Cl2 methanol), Cl (HCl), O1CCOCC1 (dioxane). Reaction conditions: time 1 hour. Product: O(C1=CC=CC=C1)C=1C(=NC=C(C1)SC1=NC=CC=C1)NC1=NC(=NS1)C1CCNCC1 (N-(3-phenoxy-5-(pyridin-2-ylthio)pyridin-2-yl)-3-(piperidin-4-yl)-1,2,4-thiadiazol-5-amine). Yield: 98.3%. RXN SMILES: [O:1]([C:8]1[C:9]([NH:21][C:22]2[S:26][N:25]=[C:24]([CH:27]3[CH2:32][CH2:31][N:30](C(OC(C)(C)C)=O)[CH2:29][CH2:28]3)[N:23]=2)=[N:10][CH:11]=[C:12]([S:14][C:15]2[CH:20]=[CH:19][CH:18]=[CH:17][N:16]=2)[CH:13]=1)[C:2]1[CH:7]=[CH:6][CH:5]=[CH:4][CH:3]=1>C(Cl)Cl.CO.Cl.O1CCOCC1>[O:1]([C:8]1[C:9]([NH:21][C:22]2[S:26][N:25]=[C:24]([CH:27]3[CH2:32][CH2:31][NH:30][CH2:29][CH2:28]3)[N:23]=2)=[N:10][CH:11]=[C:12]([S:14][C:15]2[CH:20]=[CH:19][CH:18]=[CH:17][N:16]=2)[CH:13]=1)[C:2]1[CH:7]=[CH:6][CH:5]=[CH:4][CH:3]=1 |f:1.2|. Procedure details: Tert-butyl 4-(5-(3-phenoxy-5-(pyridin-2-ylthio)pyridin-2-ylamino)-1,2,4-thiadiazol-3-yl)piperidine-1-carboxylate (0.587 g, 1.04 mmol) was dissolved in 1:1 CH2Cl2/methanol and 4N HCl in dioxane was added and stirred at ambient temperature for 1 hour. The reaction was concentrated and dried in vacuum oven. The HCl salt was partitioned between 5% MeOH in CH2Cl2 and saturated aqueous sodium bicarbonate. The organic layer was separated, dried over sodium sulfate, filtered and concentrated to give N-(... Reactants: ClC1=CC2=C(N(C(N2)=O)C2CCN(CC2)C(=O)OCC)C=C1 (ethyl 4-(5-chloro-2-oxo-1-benzimidazolinyl)-1-piperidinecarboxylate), [H-].[Na+] (sodium hydride), IC (iodomethane). Solvent: CN(P(N(C)C)(N(C)C)=O)C (hexamethylphosphoric triamide). Reaction conditions: time 1 hour. The product is ClC1=CC2=C(N(C(N2C)=O)C2CCN(CC2)C(=O)OCC)C=C1 (ethyl 4-(5-chloro-1,3-dihydro-3-methyl-2-oxo-2H-benzimidazol-1-yl)-1-piperidinecarboxylate). RXN SMILES: [H-].[Na+].[Cl:3][C:4]1[CH:24]=[CH:23][C:7]2[N:8]([CH:12]3[CH2:17][CH2:16][N:15]([C:18]([O:20][CH2:21][CH3:22])=[O:19])[CH2:14][CH2:13]3)[C:9](=[O:11])[NH:10][C:6]=2[CH:5]=1.I[CH3:26]>CN(C)P(=O)(N(C)C)N(C)C>[Cl:3][C:4]1[CH:24]=[CH:23][C:7]2[N:8]([CH:12]3[CH2:17][CH2:16][N:15]([C:18]([O:20][CH2:21][CH3:22])=[O:19])[CH2:14][CH2:13]3)[C:9](=[O:11])[N:10]([CH3:26])[C:6]=2[CH:5]=1 |f:0.1|. Procedure: To a stirred mixture of 1.9 parts of sodium hydride dispersion 78% and 100 parts of hexamethylphosphoric triamide are added portionwise 16.2 parts of ethyl 4-(5-chloro-2-oxo-1-benzimidazolinyl)-1-piperidinecarboxylate (exothermic reaction: temperature rises to 40° C.). After stirring for one hour at room temperature, there are added dropwise 10.6 parts of iodomethane (temperature rises to 40° C). Upon completion, stirring is continued overnight at 60° C. The reaction mixture is cooled, poured on... The reactants are Cl (HCl), C(#N)NC(=N)NCC1=CC=NC=C1 (1-cyano-3-(4-pyridylmethyl)guanidine), C(C)(C)O (isopropanol). The product is Cl.Cl.C(N)(=O)NC(=N)NCC1=CC=NC=C1 (1-Carbamoyl-3-(4-pyridylmethyl)guanidine dihydrochloride). RXN SMILES: [ClH:1].[C:2]([NH:4][C:5]([NH:7][CH2:8][C:9]1[CH:14]=[CH:13][N:12]=[CH:11][CH:10]=1)=[NH:6])#[N:3].C([OH:18])(C)C>>[ClH:1].[ClH:1].[C:2]([NH:4][C:5]([NH:7][CH2:8][C:9]1[CH:14]=[CH:13][N:12]=[CH:11][CH:10]=1)=[NH:6])(=[O:18])[NH2:3] |f:3.4.5|. Procedure: Concentrated HCl (21 ml) is added to a mixture of 1-cyano-3-(4-pyridylmethyl)guanidine (10.0 g) in 500 ml of isopropanol. A pale yellow precipitate forms. The stirred suspension is heated on a steam bath and boiled for ten minutes. The solvent is evaporated under reduced pressure and the residual solid treated with 25 ml of concentrated HCl. The solution is heated on a steam bath for several minutes and diluted with isopropanol (50 ml) and allowed to cool. The resulting solid is collected and dr... The reactants are Cl.C1(CC1)CN1[C@H]2[C@@]3(CCC(C[C@@]3(C=3C=C(C=CC3C2)OC)CC1)=O)O (17-cyclopropylmethyl-14-hydroxy-3-methoxymorphinan-6-one hydrochloride), hydrochloride salt, Cl (HCl). Solvent: C(C)O (ethanol). The product is Cl.O[C@@]12CCC(C[C@]13C=1C=C(C=CC1C[C@H]2NCC3)OC)=O (14-hydroxy-3-methoxymorphinan-6-one hydrochloride). Reaction SMILES: [ClH:1].C1(C[N:6]2[CH2:24][CH2:23][C@@:13]34[C:14]5[CH:15]=[C:16]([O:21][CH3:22])[CH:17]=[CH:18][C:19]=5[CH2:20][C@@H:7]2[C@:8]3([OH:26])[CH2:9][CH2:10][C:11](=[O:25])[CH2:12]4)CC1.Cl>C(O)C>[ClH:1].[OH:26][C@:8]12[C@@H:7]3[NH:6][CH2:24][CH2:23][C@:13]1([C:14]1[CH:15]=[C:16]([O:21][CH3:22])[CH:17]=[CH:18][C:19]=1[CH2:20]3)[CH2:12][C:11](=[O:25])[CH2:10][CH2:9]2 |f:0.1,4.5|. Procedure: A portion of Compound IV was converted to its hydrochloride salt by combining it with concentrated HCl in 10 ml of ethanol and evaporating the solvent. Toluene was added and the solution concentrated to dryness under vacuum. The residue was dissolved in a small amount of MeOH whereupon ethyl acetate was added and the solution concentrated at which point the solid was collected. This material whose structure was confirmed by mass spectral and elemental analysis was designated 179-A-19 and tested ...